From a dataset of the Open Reaction Database (ORD), a public repository of structured organic reaction records. describe an organic reaction: reactants, conditions, products, and yield Reaction SMILES: [Br-:25].[C:26](#[CH:27])[Mg+:28].[O:29]1[CH2:30][CH2:31][CH2:32][CH2:33]1.[c:1]1([CH3:24])[cH:2][cH:3][c:4](-[c:7]2[n:8][n:9]3[c:10]([cH:11][c:12](-[c:15]4[cH:16][c:17]([CH:18]=[O:19])[cH:20][cH:21][cH:22]4)[cH:13][cH:14]3)[cH:23]2)[cH:5][cH:6]1>>[c:1]1([CH3:24])[cH:2][cH:3][c:4](-[c:7]2[n:8][n:9]3[c:10]([cH:11][c:12](-[c:15]4[cH:16][c:17]([CH:18]([OH:19])[C:26]#[CH:27])[cH:20][cH:21][cH:22]4)[cH:13][cH:14]3)[cH:23]2)[cH:5][cH:6]1. The reactants are [Br-], C#C[Mg+], C1CCOC1, Cc1ccc(-c2cc3cc(-c4cccc(C=O)c4)ccn3n2)cc1. The product is C#CC(O)c1cccc(-c2ccn3nc(-c4ccc(C)cc4)cc3c2)c1. Procedure: Ethyl[N-[4-[(1-t-butoxycarbonyl-4-piperidyl)oxy]phenyl]-N-[(7-cyano-2-naphthyl)methyl]sulfamoyl]acetate (500 mg) was dissolved in 10 ml of acetonitrile, 0.52 ml of methyl iodide and 136 mg of potassium carbonate were added to the solution, and the mixture was stirred under reflux for 5 hours and 30 minutes. After cooling the reaction solution, the precipitate was removed by filtration, and the resulting filtrate was concentrated under a reduced pressure. The resulting residue was applied to sili... The solvent is C(C)#N (acetonitrile). The product is C(C)(C)(C)OC(=O)N1CCC(CC1)OC1=CC=C(C=C1)N(S(=O)(=O)C(C(=O)OCC)C)CC1=CC2=CC(=CC=C2C=C1)C#N (ethyl 2-[N-[4-[(1-t-butoxycarbonyl-4-piperidyl)oxy]phenyl]-N-[(7-cyano-2-naphthyl)methyl]sulfamoyl]propionate). Isolated yield 81.1%. Starting materials: CI (methyl iodide), C([O-])([O-])=O.[K+].[K+] (potassium carbonate), C(C)OC(CS(N(CC1=CC2=CC(=CC=C2C=C1)C#N)C1=CC=C(C=C1)OC1CCN(CC1)C(=O)OC(C)(C)C)(=O)=O)=O (Ethyl[N-[4-[(1-t-butoxycarbonyl-4-piperidyl)oxy]phenyl]-N-[(7-cyano-2-naphthyl)methyl]sulfamoyl]acetate). RXN SMILES: [CH2:1]([O:3][C:4](=[O:43])[CH2:5][S:6](=[O:42])(=[O:41])[N:7]([C:21]1[CH:26]=[CH:25][C:24]([O:27][CH:28]2[CH2:33][CH2:32][N:31]([C:34]([O:36][C:37]([CH3:40])([CH3:39])[CH3:38])=[O:35])[CH2:30][CH2:29]2)=[CH:23][CH:22]=1)[CH2:8][C:9]1[CH:18]=[CH:17][C:16]2[C:11](=[CH:12][C:13]([C:19]#[N:20])=[CH:14][CH:15]=2)[CH:10]=1)[CH3:2].CI.[C:46](=O)([O-])[O-].[K+].[K+]>C(#N)C>[C:37]([O:36][C:34]([N:31]1[CH2:32][CH2:33][CH:28]([O:27][C:24]2[CH:23]=[CH:22][C:21]([N:7]([CH2:8][C:9]3[CH:18]=[CH:17][C:16]4[C:11](=[CH:12][C:13]([C:19]#[N:20])=[CH:14][CH:15]=4)[CH:10]=3)[S:6]([CH:5]([CH3:46])[C:4]([O:3][CH2:1][CH3:2])=[O:43])(=[O:41])=[O:42])=[CH:26][CH:25]=2)[CH2:29][CH2:30]1)=[O:35])([CH3:39])([CH3:38])[CH3:40] |f:2.3.4|. Reactants: CCCCN1CC(=O)NC1=O, CCCCc1ncc(C=O)n1Cc1ccc(C(=O)OC)cc1, C1CCOC1, CC(C)[N-]C(C)C, [Cl-], [Li+], [NH4+]. Product: CCCCc1ncc(C(O)C2C(=O)NC(=O)N2CCCC)n1Cc1ccc(C(=O)OC)cc1. RXN SMILES: [CH2:1]([CH2:2][CH2:3][CH3:4])[N:5]1[C:6](=[O:11])[NH:7][C:8](=[O:10])[CH2:9]1.[CH2:20]([CH2:21][CH2:22][CH3:23])[c:24]1[n:25]([CH2:31][c:32]2[cH:33][cH:34][c:35]([C:36](=[O:37])[O:38][CH3:39])[cH:40][cH:41]2)[c:26]([CH:29]=[O:30])[cH:27][n:28]1.[CH2:44]1[O:45][CH2:46][CH2:47][CH2:48]1.[CH:12]([N-:13][CH:14]([CH3:15])[CH3:16])([CH3:17])[CH3:18].[Cl-:42].[Li+:19].[NH4+:43]>>[CH2:1]([CH2:2][CH2:3][CH3:4])[N:5]1[C:6](=[O:11])[NH:7][C:8](=[O:10])[CH:9]1[CH:29]([c:26]1[n:25]([CH2:31][c:32]2[cH:33][cH:34][c:35]([C:36](=[O:37])[O:38][CH3:39])[cH:40][cH:41]2)[c:24]([CH2:20][CH2:21][CH2:22][CH3:23])[n:28][cH:27]1)[OH:30]. Starting materials: N (NH3), ClC1=NC=NC(=C1OC1=C(C=CC(=C1)OC)Cl)Cl (4,6-dichloro-5-(2-chloro-5-methoxy-phenoxy)-pyrimidine). Run in C(C)O (ethanol). Reaction conditions: temperature -78 celsius, time 50 hour. Product: ClC1=C(C(=NC=N1)N)OC1=C(C=CC(=C1)OC)Cl (6-chloro-5-(2-chloro-5-methoxy-phenoxy)-pyrimidin-4-ylamine). RXN SMILES: [NH3:1].[Cl:2][C:3]1[C:8]([O:9][C:10]2[CH:15]=[C:14]([O:16][CH3:17])[CH:13]=[CH:12][C:11]=2[Cl:18])=[C:7](Cl)[N:6]=[CH:5][N:4]=1>C(O)C>[Cl:2][C:3]1[N:4]=[CH:5][N:6]=[C:7]([NH2:1])[C:8]=1[O:9][C:10]1[CH:15]=[C:14]([O:16][CH3:17])[CH:13]=[CH:12][C:11]=1[Cl:18]. Reported procedure: About 500 ml of NH3 were conducted at -78° C. into a solution of 9.9 g of 4,6-dichloro-5-(2-chloro-5-methoxy-phenoxy)-pyrimidine from Example 1e) in 400 ml of ethanol. Thereafter, the reaction mixture was stirred at -78° C. for 15 hours and at room temperature for 50 hours and finally evaporated. The residue was partitioned between ethyl acetate and water and the organic phase was worked-up. 8.53 g of 6-chloro-5-(2-chloro-5-methoxy-phenoxy)-pyrimidin-4-ylamine were thus obtained as yellow crysta... Starting materials: CO, [K+], [OH-], O=S(=O)(c1ccccc1)n1cc(-c2ccccc2)c2ccccc21. Product: c1ccc(-c2c[nH]c3ccccc23)cc1. As a reaction SMILES: [CH3:25][OH:26].[K+:28].[OH-:27].[c:1]1([S:2](=[O:3])(=[O:4])[n:10]2[cH:11][c:12](-[c:19]3[cH:20][cH:21][cH:22][cH:23][cH:24]3)[c:13]3[cH:14][cH:15][cH:16][cH:17][c:18]23)[cH:5][cH:6][cH:7][cH:8][cH:9]1>>[nH:10]1[cH:11][c:12](-[c:19]2[cH:20][cH:21][cH:22][cH:23][cH:24]2)[c:13]2[cH:14][cH:15][cH:16][cH:17][c:18]12. Reactants: Cl.C(NN)(=O)OC1=CC=CC=C1 (phenyl carbazate hydrochloride), C(C)(=O)C1=CC=NC=C1 (4-acetylpyridine), C(C)O (ethanol). The solvent is O (water), O (water). Product: N1=CC=C(C=C1)C(C)=NNC(=O)OC1=CC=CC=C1 (phenyl [1-(4-pyridinyl)ethylidene]carbazate). Isolated yield 53.9%. Reaction SMILES: Cl.[C:2]([O:6][C:7]1[CH:12]=[CH:11][CH:10]=[CH:9][CH:8]=1)(=[O:5])[NH:3][NH2:4].[C:13]([C:16]1[CH:21]=[CH:20][N:19]=[CH:18][CH:17]=1)(=O)[CH3:14].C(O)C>O>[N:19]1[CH:20]=[CH:21][C:16]([C:13](=[N:4][NH:3][C:2]([O:6][C:7]2[CH:8]=[CH:9][CH:10]=[CH:11][CH:12]=2)=[O:5])[CH3:14])=[CH:17][CH:18]=1 |f:0.1|. Procedure: A solution of 5.66 gm (0.03 mole) of phenyl carbazate hydrochloride, 3.63 gm (0.03 mole) of 4-acetylpyridine and 50 ml of ethanol is refluxed 2 hr. The solution is cooled and evaporated to dryness in vacuo to give an oil. The oil is triturated with ethyl acetate-methanol to afford a solid. The solid is dissolved in 50 ml of water and treated with 50 ml water containing 5 gm sodium carbonate. A gummy solid separates which solidifies on standing. The crude product is collected and crystallized fro... The reactants are O=C([O-])[O-], COC(=O)c1ccc(Br)c(O)c1, CC#N, COCCCI, [K+], [K+]. Product: COCCCOc1cc(C(=O)OC)ccc1Br. As a reaction SMILES: [C:13](=[O:14])([O-:15])[O-:16].[CH3:1][O:2][C:3]([c:4]1[cH:5][c:6]([OH:11])[c:7]([Br:10])[cH:8][cH:9]1)=[O:12].[CH3:25][C:26]#[N:27].[I:19][CH2:20][CH2:21][CH2:22][O:23][CH3:24].[K+:17].[K+:18]>>[CH3:1][O:2][C:3]([c:4]1[cH:5][c:6]([O:11][CH2:20][CH2:21][CH2:22][O:23][CH3:24])[c:7]([Br:10])[cH:8][cH:9]1)=[O:12]. Yields the product Cc1sc(-c2ccc(C(F)(F)F)cc2)nc1COc1ccc2ccn(CC(=O)OC(C)(C)C)c2c1. As a reaction SMILES: [Br:19][CH2:20][c:21]1[n:22][c:23](-[c:27]2[cH:28][cH:29][c:30]([C:33]([F:34])([F:35])[F:36])[cH:31][cH:32]2)[s:24][c:25]1[CH3:26].[C:1]([CH3:2])([CH3:3])([CH3:4])[O:5][C:6]([CH2:7][n:8]1[cH:9][cH:10][c:11]2[cH:12][cH:13][c:14]([OH:17])[cH:15][c:16]12)=[O:18].[C:37](=[O:38])([O-:39])[O-:40].[CH3:45][C:46](=[O:47])[CH3:48].[Cs+:41].[Cs+:42].[I-:44].[K+:43]>>[C:1]([CH3:2])([CH3:3])([CH3:4])[O:5][C:6]([CH2:7][n:8]1[cH:9][cH:10][c:11]2[cH:12][cH:13][c:14]([O:17][CH2:20][c:21]3[n:22][c:23](-[c:27]4[cH:28][cH:29][c:30]([C:33]([F:34])([F:35])[F:36])[cH:31][cH:32]4)[s:24][c:25]3[CH3:26])[cH:15][c:16]12)=[O:18]. Reactants: Cc1sc(-c2ccc(C(F)(F)F)cc2)nc1CBr, CC(C)(C)OC(=O)Cn1ccc2ccc(O)cc21, O=C([O-])[O-], CC(C)=O, [Cs+], [Cs+], [I-], [K+]. Starting materials: C(C1=CC=CC=C1)N1N=CC(=C1C1=CC=CC=C1)CCl (1-benzyl-4-chloromethyl-5-phenyl-1H-pyrazole), [C-]#N.[K+] (potassium cyanide), CN(C=O)C (N,N-dimethylformamide). Solvent: O (water). Run at temperature 90 celsius, time 15 hour. Product: C(C1=CC=CC=C1)N1N=CC(=C1C1=CC=CC=C1)CC#N ((1-benzyl-5-phenyl-1H-pyrazol-4-yl)acetonitrile). The yield is 44.0%. As a reaction SMILES: [CH2:1]([N:8]1[C:12]([C:13]2[CH:18]=[CH:17][CH:16]=[CH:15][CH:14]=2)=[C:11]([CH2:19]Cl)[CH:10]=[N:9]1)[C:2]1[CH:7]=[CH:6][CH:5]=[CH:4][CH:3]=1.[C-]#N.[K+].[CH3:24][N:25](C)C=O>O>[CH2:1]([N:8]1[C:12]([C:13]2[CH:18]=[CH:17][CH:16]=[CH:15][CH:14]=2)=[C:11]([CH2:19][C:24]#[N:25])[CH:10]=[N:9]1)[C:2]1[CH:7]=[CH:6][CH:5]=[CH:4][CH:3]=1 |f:1.2|. Reported procedure: A mixture of 1-benzyl-4-chloromethyl-5-phenyl-1H-pyrazole (8.31 g), potassium cyanide (2.87 g), and N,N-dimethylformamide (100 ml) was stirred for 15 hours at 90° C., and poured into water, which was extracted with ethyl acetate. The ethyl acetate layer was washed with water and then with saturated aqueous sodium chloride solution, dried (MgSO4), and then concentrated. The residue was subjected to silica gel column chromatography, and (1-benzyl-5-phenyl-1H-pyrazol-4-yl)acetonitrile (3.50 g, yiel...